describe an organic reaction: reactants, conditions, products, and yield From a dataset of the Open Reaction Database (ORD), a public repository of structured organic reaction records. Reactants: [N+](=O)([O-])C=1C=CC(=C(C1)O)C(C(F)(F)F)(F)F (5-nitro-2-pentafluoroethylphenol), ClCCN1CCCCC1 (1-(2-chloroethyl)piperidine), C(C)(C)(C)C1=C(OCCN2CCCCC2)C=C(C=C1)[N+](=O)[O-] (1-[2-(2-tert-butyl-5-nitro-phenoxy)-ethyl]-piperidine). Product: [N+](=O)([O-])C=1C=CC(=C(OCCN2CCCCC2)C1)C(C(F)(F)F)(F)F (1-[2-(5-Nitro-2-pentafluoroethyl-phenoxy)-ethyl]-piperidine). Reaction SMILES: [N+:1]([C:4]1[CH:5]=[CH:6][C:7]([C:11]([F:17])([F:16])[C:12]([F:15])([F:14])[F:13])=[C:8]([OH:10])[CH:9]=1)([O-:3])=[O:2].Cl[CH2:19][CH2:20][N:21]1[CH2:26][CH2:25][CH2:24][CH2:23][CH2:22]1.C(C1C=CC([N+]([O-])=O)=CC=1OCCN1CCCCC1)(C)(C)C>>[N+:1]([C:4]1[CH:5]=[CH:6][C:7]([C:11]([F:16])([F:17])[C:12]([F:13])([F:14])[F:15])=[C:8]([CH:9]=1)[O:10][CH2:19][CH2:20][N:21]1[CH2:26][CH2:25][CH2:24][CH2:23][CH2:22]1)([O-:3])=[O:2]. Procedure: 1-[2-(5-Nitro-2-pentafluoroethyl-phenoxy)-ethyl]-piperidine was prepared from 5-nitro-2-pentafluoroethylphenol and 1-(2-chloroethyl)piperidine by a procedure similar to that described in the preparation of 1-[2-(2-tert-butyl-5-nitro-phenoxy)-ethyl]-piperidine. The reagents and catalysts are [Ti](Cl)(Cl)(Cl)Cl (titanium tetrachloride). Reactants: Cl (hydrogen chloride), C1(=CC=CC=C1)C1=C(C#N)C=CC=C1 (2-phenylbenzonitrile), C(C)(=O)OCC (ethyl acetate), ClCOC (chloromethyl-methyl ether), ClCOC (chloromethyl-methyl ether). RXN SMILES: [C:1]1([C:7]2[CH:14]=[CH:13][CH:12]=[CH:11][C:8]=2[C:9]#[N:10])[CH:6]=[CH:5][CH:4]=[CH:3][CH:2]=1.[Cl:15][CH2:16]OC.C(OCC)(=O)C.Cl>[Ti](Cl)(Cl)(Cl)Cl.O>[Cl:15][CH2:16][C:4]1[CH:3]=[CH:2][C:1]([C:7]2[CH:14]=[CH:13][CH:12]=[CH:11][C:8]=2[C:9]#[N:10])=[CH:6][CH:5]=1. The solvent is O (water). The product is ClCC1=CC=C(C=C1)C1=C(C#N)C=CC=C1 (2-(4-Chloromethylphenyl)benzonitrile). Yield: 48.3%. Procedure: To vigorously stirred 2-phenylbenzonitrile (68.1 g) under ice-cooling was added titanium tetrachloride (432 g) dropwise for 30 minutes. The precipitated crystals were pulverized and then chloromethyl-methyl ether (61 g) was added dropwise for 20 minutes with stirring under ice-cooling. After stirring at 60° C. for 2 hours, additional chloromethyl-methyl ether (15.3 g) was added and the mixture was stirred for an additional hour. To the reaction mixture was added ethyl acetate (200 ml) dropwise w... Starting materials: COC(=O)c1c[nH]c(=NC(=O)C23CC4CC(CC(C4)C2)C3)s1, COCCBr. The product is COCCn1cc(C(=O)OC)sc1=NC(=O)C12CC3CC(CC(C3)C1)C2. As a reaction SMILES: [CH3:1][O:2][C:3](=[O:4])[c:5]1[cH:6][nH:7][c:8](=[N:10][C:11](=[O:12])[C:13]23[CH2:14][CH:15]4[CH2:16][CH:17]([CH2:18][CH:19]([CH2:20]2)[CH2:21]4)[CH2:22]3)[s:9]1.[CH3:23][O:24][CH2:25][CH2:26][Br:27]>>[CH3:1][O:2][C:3](=[O:4])[c:5]1[cH:6][n:7]([CH2:26][CH2:25][O:24][CH3:23])[c:8](=[N:10][C:11](=[O:12])[C:13]23[CH2:14][CH:15]4[CH2:16][CH:17]([CH2:18][CH:19]([CH2:20]2)[CH2:21]4)[CH2:22]3)[s:9]1. The product is Cl.NC=1C=C(CCNC(C(F)(F)F)=O)C=CC1 (N-(3-aminophenethyl)-2,2,2-trifluoroacetamide hydrochloride), solid. Reactants: NC=1C=C(CCNC(C(F)(F)F)=O)C=CC1 (N-(3-aminophenethyl)-2,2,2-trifluoroacetamide), Cl.CCOC(=O)C (HCl EtOAc). The solvent is CCOC(=O)C (EtOAc). Procedure details: To a stirring solution of N-(3-aminophenethyl)-2,2,2-trifluoroacetamide (7.83 g, 33.7 mmol) in EtOAc (80 ml) at RT was added 3N HCl/EtOAc (12.4 ml, 37.1 mmol). Solids precipitated almost immediately. The resulting suspension was cooled in ice 1 h. The solids were collected by filtration, rinsed with EtOAc and dried on the filter. There was obtained pure N-(3-aminophenethyl)-2,2,2-trifluoroacetamide hydrochloride free of less polar impurities as a pale tan solid (7.94 g, 88% yield). 1H NMR 300 MH... The yield is 88.0%. As a reaction SMILES: [NH2:1][C:2]1[CH:3]=[C:4]([CH:14]=[CH:15][CH:16]=1)[CH2:5][CH2:6][NH:7][C:8](=[O:13])[C:9]([F:12])([F:11])[F:10].[ClH:17].CCOC(C)=O>CCOC(C)=O>[ClH:17].[NH2:1][C:2]1[CH:3]=[C:4]([CH:14]=[CH:15][CH:16]=1)[CH2:5][CH2:6][NH:7][C:8](=[O:13])[C:9]([F:10])([F:11])[F:12] |f:1.2,4.5|. The reactants are CC(N)CO, N#Cc1c(N)cccc1F. Yields the product CC(N)COc1cccc(N)c1C#N. Reaction SMILES: [NH2:1][CH:2]([CH2:3][OH:4])[CH3:5].[NH2:6][c:7]1[c:8]([C:9]#[N:10])[c:11]([F:15])[cH:12][cH:13][cH:14]1>>[NH2:1][CH:2]([CH2:3][O:4][c:11]1[c:8]([C:9]#[N:10])[c:7]([NH2:6])[cH:14][cH:13][cH:12]1)[CH3:5].